Dataset: the Open Reaction Database (ORD), a public repository of structured organic reaction records. Task: describe an organic reaction: reactants, conditions, products, and yield The reactants are ClCCl, CC(=O)O, CO, O=C=Nc1ccc(F)cc1, CN1CCC(C(=O)c2cccc(N)c2)CC1. Yields the product CN1CCC(C(=O)c2cccc(NC(=O)Nc3ccc(F)cc3)c2)CC1. Reaction SMILES: [CH2:27]([Cl:28])[Cl:29].[CH3:30][C:31](=[O:32])[OH:33].[CH3:34][OH:35].[F:17][c:18]1[cH:19][cH:20][c:21]([N:24]=[C:25]=[O:26])[cH:22][cH:23]1.[NH2:1][c:2]1[cH:3][c:4]([C:5](=[O:6])[CH:7]2[CH2:8][CH2:9][N:10]([CH3:13])[CH2:11][CH2:12]2)[cH:14][cH:15][cH:16]1>>[NH:1]([c:2]1[cH:3][c:4]([C:5](=[O:6])[CH:7]2[CH2:8][CH2:9][N:10]([CH3:13])[CH2:11][CH2:12]2)[cH:14][cH:15][cH:16]1)[C:25]([NH:24][c:21]1[cH:20][cH:19][c:18]([F:17])[cH:23][cH:22]1)=[O:26]. Starting materials: CNCCNC (N,N′-dimethylethylenediamine), BrC1=CC(=C(C=C1)C(=O)N1CCN(CC1)C1=C(C=C(C(=C1)F)C)Cl)S(=O)(=O)C ((4-bromo-2-methanesulfonylphenyl)[4-(2-chloro-5-fluoro-4-methylphenyl)piperazin-1-yl]methanone), O1C(NCC1)=O (oxazolidin-2-one), C([O-])([O-])=O.[K+].[K+] (potassium carbonate). The reagents and catalysts are [Cu]I (copper (I) iodide). Run in C1(=CC=CC=C1)C (toluene), O (water). Product: ClC1=C(C=C(C(=C1)C)F)N1CCN(CC1)C(=O)C1=C(C=C(C=C1)N1C(OCC1)=O)S(=O)(=O)C (3-{4-[4-(2-chloro-5-fluoro-4-methylphenyl)piperazine-1-carbonyl]-3-methanesulfonylphenyl}oxazolidin-2-one). Isolated yield 26.0%. As a reaction SMILES: Br[C:2]1[CH:7]=[CH:6][C:5]([C:8]([N:10]2[CH2:15][CH2:14][N:13]([C:16]3[CH:21]=[C:20]([F:22])[C:19]([CH3:23])=[CH:18][C:17]=3[Cl:24])[CH2:12][CH2:11]2)=[O:9])=[C:4]([S:25]([CH3:28])(=[O:27])=[O:26])[CH:3]=1.[O:29]1[CH2:33][CH2:32][NH:31][C:30]1=[O:34].C(=O)([O-])[O-].[K+].[K+].CNCCNC>[Cu]I.O.C1(C)C=CC=CC=1>[Cl:24][C:17]1[CH:18]=[C:19]([CH3:23])[C:20]([F:22])=[CH:21][C:16]=1[N:13]1[CH2:14][CH2:15][N:10]([C:8]([C:5]2[CH:6]=[CH:7][C:2]([N:31]3[CH2:32][CH2:33][O:29][C:30]3=[O:34])=[CH:3][C:4]=2[S:25]([CH3:28])(=[O:27])=[O:26])=[O:9])[CH2:11][CH2:12]1 |f:2.3.4|. Procedure: To a mixture of 1-Boc-piperazine (1.9 g), 1-bromo-2-chloro-5-fluoro-4-methylbenzene (2.2 g), palladium acetate (112 mg), rac-2,2′-bis(diphenylphosphino)-1,1′-binaphthyl (312 mg) and sodium tert-butoxide (1.4 g) was added toluene (20 mL), and the mixture was refluxed for 8 hr. After cooling, water was added to the reaction mixture, and the mixture was extracted with ethyl acetate. The organic layer was washed with saturated brine, and the solvent was evaporated. The residue was purified by column...